Dataset: the Open Reaction Database (ORD), a public repository of structured organic reaction records. Task: describe an organic reaction: reactants, conditions, products, and yield Starting materials: ice, ice, C(C)(C)C1C(C(C2=CC(=C(C=C12)C)C)(C)C)C (1-isopropyl-2,3,3,5,6-pentamethylindane), COC(Cl)Cl (α,α-dichloromethyl methyl ether), C(Cl)Cl (methylene chloride). The reagents and catalysts are [Ti](Cl)(Cl)(Cl)Cl (titanium tetrachloride). Run at time 15 minute. Product: crude product, C(=O)C=1C(=C2C(C(C(C2=CC1C)C(C)C)C)(C)C)C (5-formyl-1-isopropyl-2,3,3,4,6-pentamethylindane). As a reaction SMILES: [CH:1]([CH:4]1[C:12]2[C:7](=[CH:8][C:9](C)=[C:10]([CH3:13])[CH:11]=2)[C:6]([CH3:16])([CH3:15])[CH:5]1[CH3:17])([CH3:3])[CH3:2].C[O:19][CH:20](Cl)Cl.[CH2:23](Cl)Cl>[Ti](Cl)(Cl)(Cl)Cl>[CH:20]([C:9]1[C:8]([CH3:23])=[C:7]2[C:12](=[CH:11][C:10]=1[CH3:13])[CH:4]([CH:1]([CH3:2])[CH3:3])[CH:5]([CH3:17])[C:6]2([CH3:16])[CH3:15])=[O:19]. Procedure: The compound 1-isopropyl-2,3,3,4,6-pentamethylindane is then treated as follows to yield 5-formyl-1-isopropyl-2,3,3,4,6-pentamethylindane. Specifically, 1-isopropyl-2,3,3,5,6-pentamethylindane (12.96 g) is placed in a 1 liter three-necked round bottom flask equipped with a reflux condenser, a stirrer and a dropping funnel. In accordance with the general procedures described in Organic Syntheses, Collective Vol. 5, pp. 49-50, by A. Rieche, H. Gross, and E. Hoft, edited by H. E. Baumgarten, John W... The reactants are ClC1=NC(=C2N=CN(C2=N1)C)NC1=CC=CC=C1 ((2-chloro-9-methyl-9H-purin-6-yl)phenyl-amine), O.NN (hydrazine monohydrate). The product is N(N)C1=NC(=C2N=CN(C2=N1)C)NC1=CC=CC=C1 ((2-Hydrazino-9-methyl-9H-purin-6-yl)-phenyl-amine). As a reaction SMILES: Cl[C:2]1[N:10]=[C:9]2[C:5]([N:6]=[CH:7][N:8]2[CH3:11])=[C:4]([NH:12][C:13]2[CH:18]=[CH:17][CH:16]=[CH:15][CH:14]=2)[N:3]=1.O.[NH2:20][NH2:21]>>[NH:20]([C:2]1[N:10]=[C:9]2[C:5]([N:6]=[CH:7][N:8]2[CH3:11])=[C:4]([NH:12][C:13]2[CH:18]=[CH:17][CH:16]=[CH:15][CH:14]=2)[N:3]=1)[NH2:21] |f:1.2|. Procedure: Was prepared according to Example 8 from (2-chloro-9-methyl-9H-purin-6-yl)phenyl-amine and hydrazine monohydrate. Reactants: C1CCOC1, C[Mg+], CON(C)C(=O)c1csc(-n2ccnc2)n1, [Cl-], [Cl-], [NH4+]. Yields the product CC(=O)c1csc(-n2ccnc2)n1. As a reaction SMILES: [CH2:22]1[O:23][CH2:24][CH2:25][CH2:26]1.[CH3:2][Mg+:3].[CH3:4][O:5][N:6]([C:7](=[O:8])[c:9]1[n:10][c:11](-[n:14]2[cH:15][n:16][cH:17][cH:18]2)[s:12][cH:13]1)[CH3:19].[Cl-:1].[Cl-:20].[NH4+:21]>>[CH3:2][C:7](=[O:8])[c:9]1[n:10][c:11](-[n:14]2[cH:15][n:16][cH:17][cH:18]2)[s:12][cH:13]1. The reactants are [I-] (iodide), 1-unsubstituted 1H-indazole, R5COHal, C(C)(=O)OC(C)=O (acetic anhydride), acid anhydrides, alkanoyl or cycloalkylalkanoyl chloride, R2'OCOHal, [Br-] (bromide), formyl, N1N=CC2=CC=CC=C12 (1H-indazole), 1-substituted 1H-indazoles, formula 1, alkanoyl, cycloalkylalkanoyl, [H][H] (hydrogen). The product is C(C)(=O)N1N=CC2=CC=CC=C12 (1-acetyl-1H-indazole). As a reaction SMILES: [H][H].[Br-].[I-].[NH:5]1[C:13]2[C:8](=[CH:9][CH:10]=[CH:11][CH:12]=2)[CH:7]=[N:6]1.[C:14](OC(=O)C)(=[O:16])[CH3:15]>>[C:14]([N:5]1[C:13]2[C:8](=[CH:9][CH:10]=[CH:11][CH:12]=2)[CH:7]=[N:6]1)(=[O:16])[CH3:15]. Reported procedure: To prepare 1-substituted 1H-indazoles of formula 1 wherein R1 is formyl, alkanoyl, cycloalkylalkanoyl ##STR44## R2'OCO or R5CO wherein R2', R5, X", p" and q' are as above, a 1-unsubstituted 1H-indazole 8 wherein R is as above, with the proviso that R is not hydrogen, and X, m, n and p are as before, is treated, respectively, with a formyl, alkanoyl or cycloalkylalkanoyl chloride, bromide or iodide, a compound of the formula ##STR45## R2'OCOHal or R5COHal wherein R2', R5, X", p" and q' are as abo...